From a dataset of the Open Reaction Database (ORD), a public repository of structured organic reaction records. describe an organic reaction: reactants, conditions, products, and yield The reactants are CCN(CC)C(=O)C1=CC(=CC=C1)C (DETA), C(C1=CC=CC=C1)#N (benzonitrile), N (ammonia). Yields the product NC(C)N1C(=NCC1)C1=CC=CC=C1 (1-aminoethyl-2-phenylimidazoline). The reagents and catalysts are [Zn] (zinc). Reported procedure: DETA (0.1 mole; 10.3 g), 0.1 mole (10.3 g) of benzonitrile and 0.2 g (2% by weight based on DETA) of sulfur were heated as in Example 2. In 2.5 hours, evolution of ammonia gas ceased, and the inside temperature finally reached 180° C. Then, 0.8 g (2 moles per mole of sulfur) of zinc dust was added to the reaction mixture, and the mixture was heated at an inside temperature of 150° C. for 2 hours. After the reaction mixture was allowed to cool, it was extracted with methanol. The extract was dist... Reaction conditions: temperature 150 celsius, time 2.5 hour. As a reaction SMILES: [CH3:1][CH2:2][N:3]([C:6]([C:8]1[CH:13]=[CH:12][CH:11]=[C:10](C)[CH:9]=1)=O)[CH2:4][CH3:5].C(#[N:22])C1C=CC=CC=1.[NH3:23]>[Zn]>[NH2:23][CH:2]([N:3]1[CH2:4][CH2:5][N:22]=[C:6]1[C:8]1[CH:13]=[CH:12][CH:11]=[CH:10][CH:9]=1)[CH3:1]. The reactants are CO, COC(=O)c1ccc(CCc2ccc(F)cc2)c(C(=O)OC)c1, [Na+], C1COCCO1, [OH-], O. The product is COC(=O)c1cc(C(=O)O)ccc1CCc1ccc(F)cc1. Reaction SMILES: [CH3:30][OH:31].[F:1][c:2]1[cH:3][cH:4][c:5]([CH2:6][CH2:7][c:8]2[c:9]([C:18](=[O:19])[O:20][CH3:21])[cH:10][c:11]([C:12](=[O:13])[O:14][CH3:15])[cH:16][cH:17]2)[cH:22][cH:23]1.[Na+:33].[O:24]1[CH2:25][CH2:26][O:27][CH2:28][CH2:29]1.[OH-:32].[OH2:34]>>[F:1][c:2]1[cH:3][cH:4][c:5]([CH2:6][CH2:7][c:8]2[c:9]([C:18](=[O:19])[O:20][CH3:21])[cH:10][c:11]([C:12](=[O:13])[OH:14])[cH:16][cH:17]2)[cH:22][cH:23]1. Starting materials: Brc1ccccn1, CCNCC, C#CCOC, I[Cu]I, Cl[Pd]Cl, c1ccc(P(c2ccccc2)c2ccccc2)cc1, c1ccc(P(c2ccccc2)c2ccccc2)cc1. The product is COCC#Cc1ccccn1. Reaction SMILES: [Br:1][c:2]1[cH:3][cH:4][cH:5][cH:6][n:7]1.[CH2:13]([NH:14][CH2:15][CH3:16])[CH3:17].[CH3:8][O:9][CH2:10][C:11]#[CH:12].[Cu:59]([I:60])[I:61].[Pd:18]([Cl:19])[Cl:20].[c:21]1([P:22]([c:23]2[cH:24][cH:25][cH:26][cH:27][cH:28]2)[c:29]2[cH:30][cH:31][cH:32][cH:33][cH:34]2)[cH:35][cH:36][cH:37][cH:38][cH:39]1.[c:40]1([P:41]([c:42]2[cH:43][cH:44][cH:45][cH:46][cH:47]2)[c:48]2[cH:49][cH:50][cH:51][cH:52][cH:53]2)[cH:54][cH:55][cH:56][cH:57][cH:58]1>>[c:2]1([C:12]#[C:11][CH2:10][O:9][CH3:8])[cH:3][cH:4][cH:5][cH:6][n:7]1. Starting materials: CCO, CCOC(C)=O, O=c1[nH]c2c(Cl)nc(Nc3cc(F)ccc3[N+](=O)[O-])nc2n1C1CCC(O)CC1, [Fe], [NH4+], [OH-], O. The product is Nc1ccc(F)cc1Nc1nc(Cl)c2[nH]c(=O)n(C3CCC(O)CC3)c2n1. RXN SMILES: [CH3:31][CH2:32][OH:33].[CH3:36][CH2:37][O:38][C:39]([CH3:40])=[O:41].[Cl:1][c:2]1[c:3]2[nH:4][c:5](=[O:29])[n:6]([CH:22]3[CH2:23][CH2:24][CH:25]([OH:28])[CH2:26][CH2:27]3)[c:7]2[n:8][c:9]([NH:11][c:12]2[c:13]([N+:19]([O-:20])=[O:21])[cH:14][cH:15][c:16]([F:18])[cH:17]2)[n:10]1.[Fe:42].[NH4+:35].[OH-:34].[OH2:30]>>[Cl:1][c:2]1[c:3]2[nH:4][c:5](=[O:29])[n:6]([CH:22]3[CH2:23][CH2:24][CH:25]([OH:28])[CH2:26][CH2:27]3)[c:7]2[n:8][c:9]([NH:11][c:12]2[c:13]([NH2:19])[cH:14][cH:15][c:16]([F:18])[cH:17]2)[n:10]1. The reactants are CCCc1nc(CC)c(Br)c(=O)n1Cc1ccc(-c2ccccc2C#N)cc1, O=C([O-])[O-], C1COCCO1, CCOC(C)=O, CC(C)Oc1ccc(B(O)O)cc1, [Cs+], [Cs+]. Yields the product CCCc1nc(CC)c(-c2ccc(OC(C)C)cc2)c(=O)n1Cc1ccc(-c2ccccc2C#N)cc1. As a reaction SMILES: [Br:14][c:15]1[c:16]([CH2:40][CH3:41])[n:17][c:18]([CH2:37][CH2:38][CH3:39])[n:19]([CH2:22][c:23]2[cH:24][cH:25][c:26](-[c:29]3[c:30]([C:35]#[N:36])[cH:31][cH:32][cH:33][cH:34]3)[cH:27][cH:28]2)[c:20]1=[O:21].[C:48](=[O:49])([O-:50])[O-:51].[CH2:42]1[O:43][CH2:44][CH2:45][O:46][CH2:47]1.[CH3:54][CH2:55][O:56][C:57](=[O:58])[CH3:59].[CH:1]([CH3:2])([CH3:3])[O:4][c:5]1[cH:6][cH:7][c:8]([B:11]([OH:12])[OH:13])[cH:9][cH:10]1.[Cs+:52].[Cs+:53]>>[CH:1]([CH3:2])([CH3:3])[O:4][c:5]1[cH:6][cH:7][c:8](-[c:15]2[c:16]([CH2:40][CH3:41])[n:17][c:18]([CH2:37][CH2:38][CH3:39])[n:19]([CH2:22][c:23]3[cH:24][cH:25][c:26](-[c:29]4[c:30]([C:35]#[N:36])[cH:31][cH:32][cH:33][cH:34]4)[cH:27][cH:28]3)[c:20]2=[O:21])[cH:9][cH:10]1. The reactants are C(C)C(C(CCCCC)C)C=1C=C(C=C(O)C1)O (5-(1-ethyl-2-methylheptyl)resorcinol), C(C)(=O)C1C(CC(CC1)C)=O (2-acetyl-5-methylcyclohexanone). Product: C(C)C(C(CCCCC)C)C=1C=C(C=2C(C=3CCC(CC3OC2C1)C)C)O (3-(1-Ethyl-2-methylheptyl)-5,6,7,8-tetrahydro-1-hydroxy-6,9-dimethylxanthene). Reaction SMILES: [CH2:1]([CH:3]([C:11]1[CH:12]=[C:13]([OH:18])[CH:14]=[C:15]([CH:17]=1)[OH:16])[CH:4]([CH3:10])[CH2:5][CH2:6][CH2:7][CH2:8][CH3:9])[CH3:2].[C:19]([CH:22]1[CH2:27][CH2:26][CH:25]([CH3:28])[CH2:24][C:23]1=O)(=O)[CH3:20]>>[CH2:1]([CH:3]([C:11]1[CH:17]=[C:15]([OH:16])[C:14]2[CH:19]([CH3:20])[C:22]3[CH2:27][CH2:26][CH:25]([CH3:28])[CH2:24][C:23]=3[O:18][C:13]=2[CH:12]=1)[CH:4]([CH3:10])[CH2:5][CH2:6][CH2:7][CH2:8][CH3:9])[CH3:2]. Procedure: Condensation of 5-(1-ethyl-2-methylheptyl)resorcinol and 2-acetyl-5-methylcyclohexanone as described in Example 1 gives the title compound. Yields the product CCCc1nc(NCCOC(N)=O)nc(N2CCOCC2)n1. RXN SMILES: [Cl:30][CH2:31][Cl:32].[NH3:29].[O:1]1[CH2:2][CH2:3][N:4]([c:7]2[n:8][c:9]([CH2:26][CH2:27][CH3:28])[n:10][c:11]([NH:13][CH2:14][CH2:15][O:16][C:17](=[O:18])[O:19][c:20]3[cH:21][cH:22][cH:23][cH:24][cH:25]3)[n:12]2)[CH2:5][CH2:6]1>>[O:1]1[CH2:2][CH2:3][N:4]([c:7]2[n:8][c:9]([CH2:26][CH2:27][CH3:28])[n:10][c:11]([NH:13][CH2:14][CH2:15][O:16][C:17](=[O:18])[NH2:29])[n:12]2)[CH2:5][CH2:6]1. Starting materials: ClCCl, N, CCCc1nc(NCCOC(=O)Oc2ccccc2)nc(N2CCOCC2)n1. The reactants are CCOC(C)=O, CC(C)(C)OC(=O)N1CCN(Cc2ccc(Cl)cc2)C(=O)C1, Cl. The product is O=C1CNCCN1Cc1ccc(Cl)cc1. As a reaction SMILES: [CH3:24][CH2:25][O:26][C:27](=[O:28])[CH3:29].[Cl:1][c:2]1[cH:3][cH:4][c:5]([CH2:6][N:7]2[C:8](=[O:20])[CH2:9][N:10]([C:13]([O:14][C:15]([CH3:16])([CH3:17])[CH3:18])=[O:19])[CH2:11][CH2:12]2)[cH:21][cH:22]1.[ClH:23]>>[Cl:1][c:2]1[cH:3][cH:4][c:5]([CH2:6][N:7]2[C:8](=[O:20])[CH2:9][NH:10][CH2:11][CH2:12]2)[cH:21][cH:22]1.